From a dataset of the Open Reaction Database (ORD), a public repository of structured organic reaction records. describe an organic reaction: reactants, conditions, products, and yield Starting materials: ClC=1C=CC=2N(N1)C(=NN2)C2=CC=CC=C2 (6-Chloro-3-phenyl-1,2,4-triazolo[4,3-b]pyridazine), CN1N=CN=C1CO ((2-methyl-2 H-1,2,4-triazol-3-yl)methanol), A-421210, [H-].[Na+] (sodium hydride). Run in CN(C)C=O (DMF), CN(C)C=O (DMF), O (water). Conditions: time 30 minute. The product is CN1N=CN=C1COC=1C=CC=2N(N1)C(=NN2)C2=CC=CC=C2 (6-(2-Methyl-2 H-1,2,4-triazol-3-ylmethoxy)-3-phenyl-1,2,4-triazolo[4,3-b]pyridazine). Reaction SMILES: [CH3:1][N:2]1[C:6]([CH2:7][OH:8])=[N:5][CH:4]=[N:3]1.[H-].[Na+].Cl[C:12]1[CH:13]=[CH:14][C:15]2[N:16]([C:18]([C:21]3[CH:26]=[CH:25][CH:24]=[CH:23][CH:22]=3)=[N:19][N:20]=2)[N:17]=1>CN(C=O)C.O>[CH3:1][N:2]1[C:6]([CH2:7][O:8][C:12]2[CH:13]=[CH:14][C:15]3[N:16]([C:18]([C:21]4[CH:22]=[CH:23][CH:24]=[CH:25][CH:26]=4)=[N:19][N:20]=3)[N:17]=2)=[N:5][CH:4]=[N:3]1 |f:1.2|. Procedure details: To a solution of (2-methyl-2 H-1,2,4-triazol-3-yl)methanol (0.9 g, 8.0 mmol) (prepared using the conditions described in EP-A-421210) in DMF (30 ml) was added sodium hydride (0.32 g of a 60% dispersion in oil, 1.6 mol eq.) and the reaction mixture was stirred at room temperature for 30 minutes. After this time the product from Example 88 Step a) (1.15 g, 5.0 mmol) was added as a solution in DMF (20 ml) and the reaction mixture was stirred at room temperature for 2 hours. The reaction mixture was... Starting materials: Nc1ccc(Br)c(O)c1, CCOCCO, COc1cccc2c(Cl)c(C#N)cnc12, Cl, c1ccncc1. Yields the product COc1cccc2c(Nc3ccc(Br)c(O)c3)c(C#N)cnc12. RXN SMILES: [Br:23][c:24]1[c:25]([OH:31])[cH:26][c:27]([NH2:28])[cH:29][cH:30]1.[CH3:32][CH2:33][O:34][CH2:35][CH2:36][OH:37].[Cl:1][c:2]1[c:3]([C:14]#[N:15])[cH:4][n:5][c:6]2[c:7]([O:12][CH3:13])[cH:8][cH:9][cH:10][c:11]12.[ClH:16].[n:17]1[cH:18][cH:19][cH:20][cH:21][cH:22]1>>[c:2]1([NH:28][c:27]2[cH:26][c:25]([OH:31])[c:24]([Br:23])[cH:30][cH:29]2)[c:3]([C:14]#[N:15])[cH:4][n:5][c:6]2[c:7]([O:12][CH3:13])[cH:8][cH:9][cH:10][c:11]12.